Dataset: the Open Reaction Database (ORD), a public repository of structured organic reaction records. Task: describe an organic reaction: reactants, conditions, products, and yield The reactants are N (ammonia), O1C2C(OC3=C(C21)C=C(C=C3)S(=O)(=O)C(C(C(F)(F)F)(F)F)(F)F)(C)C (3,4-epoxy-6-heptafluoropropylsulfonyl-3,4-dihydro-2,2-dimethyl-2H-1-benzopyran), O (water). Run in C(C)O (ethanol). Conditions: time 3 day. Yields the product N[C@H]1[C@@H](C(OC2=C1C=C(C=C2)S(=O)(=O)C(C(C(F)(F)F)(F)F)(F)F)(C)C)O (trans-4-Amino-6-heptafluoropropylsulfonyl-3,4-dihydro-2,2-dimethyl-2H-1-benzopyran-3-ol). Reaction SMILES: [NH3:1].[O:2]1[CH:8]2[CH:3]1[C:4]([CH3:27])([CH3:26])[O:5][C:6]1[CH:12]=[CH:11][C:10]([S:13]([C:16]([F:25])([F:24])[C:17]([F:23])([F:22])[C:18]([F:21])([F:20])[F:19])(=[O:15])=[O:14])=[CH:9][C:7]=12.O>C(O)C>[NH2:1][C@@H:8]1[C:7]2[CH:9]=[C:10]([S:13]([C:16]([F:25])([F:24])[C:17]([F:22])([F:23])[C:18]([F:19])([F:20])[F:21])(=[O:14])=[O:15])[CH:11]=[CH:12][C:6]=2[O:5][C:4]([CH3:26])([CH3:27])[C@H:3]1[OH:2]. Reported procedure: 30 ml of 28% v/v aqueous ammonia were added to a solution of 1.086 g of 3,4-epoxy-6-heptafluoropropylsulfonyl-3,4-dihydro-2,2-dimethyl-2H-1-benzopyran (prepared as described in Preparation 3) in 30 ml of ethanol, and the resulting mixture was allowed to stand at room temperature for 3 days. At the end of this time, the reaction mixture was poured into water and extracted with methylene chloride. The extract was washed with water and dried over anhydrous sodium sulfate. The solvent was removed by...